Dataset: the Open Reaction Database (ORD), a public repository of structured organic reaction records. Task: describe an organic reaction: reactants, conditions, products, and yield The reactants are ClC=1C=CC=2N(N1)C(=NN2)COC=2C1=C(C=NC2N)C=CO1 (7-(6-chloro[1,2,4]triazolo[4,3-b]pyridazin-3-ylmethoxy]furo[3,2-c]pyridine-6-ylamine), C1(=CC=CC=C1)B(O)O (phenylboronic acid), C([O-])([O-])=O.[K+].[K+] (potassium carbonate), O1CCOCC1 (dioxane). The reagents and catalysts are C=1C=CC(=CC1)[P](C=2C=CC=CC2)(C=3C=CC=CC3)[Pd]([P](C=4C=CC=CC4)(C=5C=CC=CC5)C=6C=CC=CC6)([P](C=7C=CC=CC7)(C=8C=CC=CC8)C=9C=CC=CC9)[P](C=1C=CC=CC1)(C=1C=CC=CC1)C=1C=CC=CC1 (Pd(PPh3)4). Solvent: O (water). Yields the product C1(=CC=CC=C1)C=1C=CC=2N(N1)C(=NN2)[C@@H](C)OC=2C1=C(C=NC2N)C=CO1 (7-[(1R)-1-(6-phenyl[1,2,4]triazolo[4,3-b]pyridazin-3-yl)ethoxy]furo[3,2-c]pyridin-6-amine). RXN SMILES: Cl[C:2]1[CH:3]=[CH:4][C:5]2[N:6]([C:8]([CH2:11][O:12][C:13]3[C:14]4[O:22][CH:21]=[CH:20][C:15]=4[CH:16]=[N:17][C:18]=3[NH2:19])=[N:9][N:10]=2)[N:7]=1.[C:23]1(B(O)O)[CH:28]=[CH:27][CH:26]=[CH:25][CH:24]=1.[C:32](=O)([O-])[O-].[K+].[K+].O1CCOCC1>C1C=CC([P]([Pd]([P](C2C=CC=CC=2)(C2C=CC=CC=2)C2C=CC=CC=2)([P](C2C=CC=CC=2)(C2C=CC=CC=2)C2C=CC=CC=2)[P](C2C=CC=CC=2)(C2C=CC=CC=2)C2C=CC=CC=2)(C2C=CC=CC=2)C2C=CC=CC=2)=CC=1.O>[C:23]1([C:2]2[CH:3]=[CH:4][C:5]3[N:6]([C:8]([C@H:11]([O:12][C:13]4[C:14]5[O:22][CH:21]=[CH:20][C:15]=5[CH:16]=[N:17][C:18]=4[NH2:19])[CH3:32])=[N:9][N:10]=3)[N:7]=2)[CH:28]=[CH:27][CH:26]=[CH:25][CH:24]=1 |f:2.3.4,^1:47,49,68,87|. Reported procedure: A mixture of 7-(6-chloro[1,2,4]triazolo[4,3-b]pyridazin-3-ylmethoxy]furo[3,2-c]pyridine-6-ylamine (15.0 mg, 0.047 mmol), phenylboronic acid (11.5 mg, 0.095 mmol), Pd(PPh3)4 (5 mg, 0.004 mmol), potassium carbonate (19.6 mg, 0.142 mmol) and 4:1 dioxane:water (2 mL) was heated in a microwave reactor at 100° C. for 30 min. The solution was loaded into a SCX cartridge, washed with MeOH and ejected with 2M NH3 in MeOH. The filtrate was concentrated in vacuo, redissolved in MeOH (0.5 mL) and purified v... Starting materials: CC=1NC2=CC=CC=C2C1CCN1CC(CC1)O (2-methyl-3-[2-(3-hydroxypyrrolidinyl)ethyl]indole), COC=1C=C(C(=O)Cl)C=C(C1OC)OC (3,4,5-trimethoxybenzoyl chloride), C(Cl)(Cl)Cl (chloroform), C([O-])([O-])=O.[Na+].[Na+] (sodium carbonate), C(Cl)(Cl)Cl (chloroform). Run in O (water). Run at time 24 hour. Yields the product CC=1NC2=CC=CC=C2C1CCN1CC(CC1)OC(C1=CC(=C(C(=C1)OC)OC)OC)=O (2-methyl-3-{2-[3-(3,4,5-trimethoxybenzoyloxy)pyrrolidinyl] ethyl}indole). Reaction SMILES: [CH3:1][C:2]1[NH:3][C:4]2[C:9]([C:10]=1[CH2:11][CH2:12][N:13]1[CH2:17][CH2:16][CH:15]([OH:18])[CH2:14]1)=[CH:8][CH:7]=[CH:6][CH:5]=2.C(=O)([O-])[O-].[Na+].[Na+].C(Cl)(Cl)Cl.[CH3:29][O:30][C:31]1[CH:32]=[C:33]([CH:37]=[C:38]([O:42][CH3:43])[C:39]=1[O:40][CH3:41])[C:34](Cl)=[O:35]>O>[CH3:1][C:2]1[NH:3][C:4]2[C:9]([C:10]=1[CH2:11][CH2:12][N:13]1[CH2:17][CH2:16][CH:15]([O:18][C:34](=[O:35])[C:33]3[CH:32]=[C:31]([O:30][CH3:29])[C:39]([O:40][CH3:41])=[C:38]([O:42][CH3:43])[CH:37]=3)[CH2:14]1)=[CH:8][CH:7]=[CH:6][CH:5]=2 |f:1.2.3|. Reported procedure: To a suspension of 5 g. (0.02 mole) of 2-methyl-3-[2-(3-hydroxypyrrolidinyl)ethyl]indole and 8 g. (0.075 mole) of sodium carbonate in 40 ml. of chloroform was added 4.2 g. (0.018 mole) of 3,4,5-trimethoxybenzoyl chloride in 30 ml. of chloroform. The mixture was stirred under anhydrous conditions for 24 hours, then treated with 25 ml. of water and stirred an additional hour. The chloroform layer was separated, dried over magnesium sulfate and evaporated on a rotating evaporator to a viscous oil. Reactants: N1C(=O)C(=O)C2=CC=CC=C12 (isatin), Cl.NCC(=O)C1=CC=C(C=C1)Cl (2-amino-1-(4-chlorophenyl)ethanone hydrochloride), O (water). The product is NC=1C(=NC2=CC=CC=C2C1C(=O)O)C1=CC=C(C=C1)Cl (3-Amino-2-(4-chlorophenyl)-4-quinolinecarboxylic acid). RXN SMILES: [NH:1]1[C:11]2[C:6](=[CH:7][CH:8]=[CH:9][CH:10]=2)[C:4](=O)[C:2]1=[O:3].Cl.[NH2:13][CH2:14][C:15]([C:17]1[CH:22]=[CH:21][C:20]([Cl:23])=[CH:19][CH:18]=1)=O.[OH2:24]>>[NH2:13][C:14]1[C:15]([C:17]2[CH:22]=[CH:21][C:20]([Cl:23])=[CH:19][CH:18]=2)=[N:1][C:11]2[C:6]([C:4]=1[C:2]([OH:24])=[O:3])=[CH:7][CH:8]=[CH:9][CH:10]=2 |f:1.2|. Reported procedure: A solution of 5.8 g of isatin in water was reacted with 12.0 g of 2-amino-1-(4-chlorophenyl)ethanone hydrochloride by the procedure described in example 33, giving 8.1 g of the desired compound as a yellow solid, mp 243°-244° C. Reactants: NC1=NC=CC=C1OCC1=CC=C(C=C1)OC (2-amino-3-(4-methoxybenzyloxy)pyridine), ClC1=CC=C(C=C1)N=C=S (4chlorophenyl isothiocyanate), C1(=CC=CC=C1)C (toluene). The solvent is C(C)OCC (diethyl ether). The product is COC1=CC=C(COC=2C(=NC=CC2)NC(=S)NC2=CC=C(C=C2)Cl)C=C1 (N-(3-(4-Methoxybenzyloxy)pyrid-2-yl)-N'-(4-chlorophenyl)thiourea). RXN SMILES: [NH2:1][C:2]1[C:7]([O:8][CH2:9][C:10]2[CH:15]=[CH:14][C:13]([O:16][CH3:17])=[CH:12][CH:11]=2)=[CH:6][CH:5]=[CH:4][N:3]=1.[Cl:18][C:19]1[CH:24]=[CH:23][C:22]([N:25]=[C:26]=[S:27])=[CH:21][CH:20]=1.C1(C)C=CC=CC=1>C(OCC)C>[CH3:17][O:16][C:13]1[CH:14]=[CH:15][C:10]([CH2:9][O:8][C:7]2[C:2]([NH:1][C:26]([NH:25][C:22]3[CH:23]=[CH:24][C:19]([Cl:18])=[CH:20][CH:21]=3)=[S:27])=[N:3][CH:4]=[CH:5][CH:6]=2)=[CH:11][CH:12]=1. Reported procedure: A mixture of 2-amino-3-(4-methoxybenzyloxy)pyridine (1.80 g, 0.0078 mol), 4chlorophenyl isothiocyanate (1.58 g, 0.0094 mol) and toluene (10 ml) was refluxed for 3.5 hours, then cooled and treated with diethyl ether to induce crystallisation of the product. Yield 2.2 g (70.5%), m.p. 136°-138 ° C. Isolated yield 108.7%. The solvent is CO (MeOH), C1CCOC1 (THF). Reactants: nitro, FC1=C(OC2=C3C(=NC=C2)C=C(S3)C3=CC=C(C=C3)CN3CCCC3)C=CC(=C1)[N+](=O)[O-] (7-(2-Fluoro-4-nitrophenoxy)-2-(4-(pyrrolidin-1-ylmethyl)phenyl)thieno[3,2-b]pyridine), [BH4-].[Na+] (NaBH4), NiCl2.6H2O. Procedure: To a solution of the nitro compound 53 (256 mg, 0.57 mmol) in a mixture of MeOH (12 mL) and THF (4 mL) at 0° C. was added NiCl2.6H2O (279 mg, 1.14 mmol), followed by portion wise addition of NaBH4 (87 mg, 2.27 mmol). The reaction mixture turned black after 15 min, and was filtered through a celite pad; the filtrate concentrated under reduced pressure. The residue was suspended in 2N HCl and the solids were removed by filteration. The filtrate was basified with NH4OH to pH˜10 then extracted with ... As a reaction SMILES: [F:1][C:2]1[CH:29]=[C:28]([N+:30]([O-])=O)[CH:27]=[CH:26][C:3]=1[O:4][C:5]1[CH:10]=[CH:9][N:8]=[C:7]2[CH:11]=[C:12]([C:14]3[CH:19]=[CH:18][C:17]([CH2:20][N:21]4[CH2:25][CH2:24][CH2:23][CH2:22]4)=[CH:16][CH:15]=3)[S:13][C:6]=12.[BH4-].[Na+]>CO.C1COCC1>[F:1][C:2]1[CH:29]=[C:28]([NH2:30])[CH:27]=[CH:26][C:3]=1[O:4][C:5]1[CH:10]=[CH:9][N:8]=[C:7]2[CH:11]=[C:12]([C:14]3[CH:15]=[CH:16][C:17]([CH2:20][N:21]4[CH2:25][CH2:24][CH2:23][CH2:22]4)=[CH:18][CH:19]=3)[S:13][C:6]=12 |f:1.2|. Run at time 15 minute. Product: FC=1C=C(C=CC1OC1=C2C(=NC=C1)C=C(S2)C2=CC=C(C=C2)CN2CCCC2)N (3-Fluoro-4-[2-(4-pyrrolidin-1-ylmethyl-phenyl)-thieno[3,2-b]pyridin-7-yloxy]-phenylamine). Starting materials: COc1ccc(C)cc1S(=O)(=O)n1ccc2c(Br)cccc21, C=C[Sn](CCCC)(CCCC)CCCC, Cc1ccccc1. Product: C=Cc1cccc2c1ccn2S(=O)(=O)c1cc(C)ccc1OC. RXN SMILES: [Br:1][c:2]1[c:3]2[cH:4][cH:5][n:6]([S:11](=[O:12])(=[O:13])[c:14]3[c:15]([O:21][CH3:22])[cH:16][cH:17][c:18]([CH3:20])[cH:19]3)[c:7]2[cH:8][cH:9][cH:10]1.[CH2:23]([CH2:24][CH2:36][CH3:37])[Sn:25]([CH2:26][CH2:27][CH2:28][CH3:29])([CH2:30][CH2:31][CH2:32][CH3:33])[CH:34]=[CH2:35].[CH3:38][c:39]1[cH:40][cH:41][cH:42][cH:43][cH:44]1>>[c:2]1([CH:23]=[CH2:24])[c:3]2[cH:4][cH:5][n:6]([S:11](=[O:12])(=[O:13])[c:14]3[c:15]([O:21][CH3:22])[cH:16][cH:17][c:18]([CH3:20])[cH:19]3)[c:7]2[cH:8][cH:9][cH:10]1. The reactants are C(CCC)C1=C(C=CC2=CC(=CC=C12)OC)/C=C/C(=O)O ((E)-3-(1-butyl-6-methoxy-2-naphthalenyl)-2-propenoic acid), [N+](=O)([O-])C1=CC=C(C=C1)O (4-nitrophenol), C1(CCCCC1)N=C=NC1CCCCC1 (1,3-dicyclohexyl- carbodiimide). Solvent: ClCCl (dichloromethane), ClCCl (dichloromethane). The product is [N+](=O)([O-])C1=CC=C(C=C1)OC(\C=C\C1=C(C2=CC=C(C=C2C=C1)OC)CCCC)=O ((E)-3-(1-butyl-6-methoxy-2-naphthalenyl)-2-propenoic acid 4-nitrophenyl ester). Isolated yield 93.5%. Reaction SMILES: [CH2:1]([C:5]1[C:14]2[C:9](=[CH:10][C:11]([O:15][CH3:16])=[CH:12][CH:13]=2)[CH:8]=[CH:7][C:6]=1/[CH:17]=[CH:18]/[C:19]([OH:21])=[O:20])[CH2:2][CH2:3][CH3:4].[N+:22]([C:25]1[CH:30]=[CH:29][C:28](O)=[CH:27][CH:26]=1)([O-:24])=[O:23].C1(N=C=NC2CCCCC2)CCCCC1>ClCCl>[N+:22]([C:25]1[CH:30]=[CH:29][C:28]([O:20][C:19](=[O:21])/[CH:18]=[CH:17]/[C:6]2[CH:7]=[CH:8][C:9]3[C:14](=[CH:13][CH:12]=[C:11]([O:15][CH3:16])[CH:10]=3)[C:5]=2[CH2:1][CH2:2][CH2:3][CH3:4])=[CH:27][CH:26]=1)([O-:24])=[O:23]. Reported procedure: A stirred mixture of (E)-3-(1-butyl-6-methoxy-2-naphthalenyl)-2-propenoic acid (1.5 g) and 4-nitrophenol (0.81 g) in dichloromethane, was cooled in an ice bath, during the addition of a solution of 1,3-dicyclohexyl- carbodiimide (1.1 g) in dichloromethane (5 mL) then the reaction was stirred at room temperature over the weekend. After the precipitated dicyclohexylurea was removed by filtration, the filtrate was concentrated and applied to a column of silica gel (25 g) made up in dichloromethane-... Isolated yield 87.5%. Procedure: A mixture of (R)-(1,4-dibenzylpiperazin-2-yl)methanol (4.00 g, 13.49 mmol, US2007/0088039) and Hünig's base (2.35 mL, 13.49 mmol) in CH2Cl2 (27 mL) was stirred at 0° C. and methanesulfonyl chloride (1.04 mL, 13.49 mmol) was added drop-wise. The reaction mixture was filtered through a short pad of silica gel, using 19:1 CH2Cl2/Et2O (1000 mL) to rinse. The filtrate was concentrated in vacuo while maintaining the temperature below 25° C. Diethyl ether was added to the residue, the resulting slurry ... Reaction SMILES: [CH2:1]([N:8]1[CH2:13][CH2:12][N:11]([CH2:14][C:15]2[CH:20]=[CH:19][CH:18]=[CH:17][CH:16]=2)[CH2:10][C@@H:9]1[CH2:21][OH:22])[C:2]1[CH:7]=[CH:6][CH:5]=[CH:4][CH:3]=1.CCN(C(C)C)C(C)C.[CH3:32][S:33](Cl)(=[O:35])=[O:34]>C(Cl)Cl>[CH3:32][S:33]([O:22][CH2:21][C@H:9]1[CH2:10][N:11]([CH2:14][C:15]2[CH:20]=[CH:19][CH:18]=[CH:17][CH:16]=2)[CH2:12][CH2:13][N:8]1[CH2:1][C:2]1[CH:3]=[CH:4][CH:5]=[CH:6][CH:7]=1)(=[O:35])=[O:34]. Run in C(Cl)Cl (CH2Cl2). The product is CS(=O)(=O)OC[C@@H]1N(CCN(C1)CC1=CC=CC=C1)CC1=CC=CC=C1 (((2R)-1,4-dibenzyl-2-piperazinyl)methyl methanesulfonate). Run at temperature 0 celsius, time 1 minute. Reactants: C(C1=CC=CC=C1)N1[C@H](CN(CC1)CC1=CC=CC=C1)CO ((R)-(1,4-dibenzylpiperazin-2-yl)methanol), CCN(C(C)C)C(C)C (Hünig's base), CS(=O)(=O)Cl (methanesulfonyl chloride). Yields the product FC(C=1C=NC=C(C1)C#CC1=CC=CC=C1)(F)F (3-Trifluoromethyl-5-phenylethynylpyridine). Reagents/catalysts: CC#N.CC#N.Cl[Pd]Cl (bis(acetonitrile)palladium (II) chloride). The yield is 10.0%. Run in C(C)#N (acetonitrile), O (water). Reactants: C([O-])([O-])=O.[Cs+].[Cs+] (cesium carbonate), ClC=1C=NC=C(C1)C(F)(F)F (3-chloro-5-trifluoromethylpyridine), C1(=CC=CC=C1)C#C (phenylacetylene). Reaction conditions: time 25 minute. Procedure: Charge a sealed tube under a positive pressure of argon with bis(acetonitrile)palladium (II) chloride (18 mg, 0.07 mmol), 2-dicyclohexylphosphino diphenyl (73 mg, 0.21 mmol), cesium carbonate (0.557 g, 1.71 mmol) and 3-chloro-5-trifluoromethylpyridine, (prepared essentially as described in PREPARATION 7), (0.12 g, 0.66 mmol) in acetonitrile and stir at room temperature for 25 min (Angew. Chem. Int. Ed. 42, 5993-5996, (2003)). Add phenylacetylene (0.1 mL, 0.86 mmol) and stir at 100° C. for 16 h. ... RXN SMILES: C(=O)([O-])[O-].[Cs+].[Cs+].Cl[C:8]1[CH:9]=[N:10][CH:11]=[C:12]([C:14]([F:17])([F:16])[F:15])[CH:13]=1.[C:18]1([C:24]#[CH:25])[CH:23]=[CH:22][CH:21]=[CH:20][CH:19]=1>C(#N)C.O.CC#N.CC#N.Cl[Pd]Cl>[F:15][C:14]([F:17])([F:16])[C:12]1[CH:11]=[N:10][CH:9]=[C:8]([C:25]#[C:24][C:18]2[CH:23]=[CH:22][CH:21]=[CH:20][CH:19]=2)[CH:13]=1 |f:0.1.2,7.8.9|.